From a dataset of the Open Reaction Database (ORD), a public repository of structured organic reaction records. describe an organic reaction: reactants, conditions, products, and yield The reactants are C(CN)N (ethylene diamine), N1=C(N)N=C(N)N=C1N (melamine), P(O)(O)(O)=O (phosphoric acid). The solvent is O (water). Reaction conditions: temperature 170 fahrenheit. Product: P(=O)(O)(O)O.C(CN)N.P(=O)(O)(O)O.N1=C(N)N=C(N)N=C1N (Ethylene Diamine Phosphate Melamine Phosphate). Reaction SMILES: [CH2:1]([NH2:4])[CH2:2][NH2:3].[N:5]1[C:12]([NH2:13])=[N:11][C:9]([NH2:10])=[N:8][C:6]=1[NH2:7].[P:14](=[O:18])([OH:17])([OH:16])[OH:15]>O>[P:14]([OH:18])([OH:17])([OH:16])=[O:15].[CH2:1]([NH2:4])[CH2:2][NH2:3].[P:14]([OH:18])([OH:17])([OH:16])=[O:15].[N:5]1[C:12]([NH2:13])=[N:11][C:9]([NH2:10])=[N:8][C:6]=1[NH2:7] |f:4.5.6.7|. Reported procedure: To 900 grams of water, while under agitation, was added 180 grams of ethylene diamine, 60 grams of melamine and char and/or phase transfer catalysts as set forth in Table 4 below. The mixture was warmed to 170° F. and, while maintaining temperature, phosphoric acid was slowly added until a pH of 7.0 was reached. The mixture was cooled, filtered, dried and ground to recover the flame retardant. Starting materials: C(C)OC(=O)C1=NOC(=N1)C1=C(C=NC=C1)NC1=C(C=C(C=C1)I)F (5-[3-(2-Fluoro-4-iodo-phenylamino)-pyridin-4-yl]-[1,2,4]oxadiazole-3-carboxylic acid ethyl ester), C1CCOC1 (THF). Run in C(Cl)Cl.CO (CH2Cl2 MeOH). Run at time 8 hour. The product is FC1=C(C=CC(=C1)I)NC=1C=NC=CC1C1=NC(=NO1)CO ({5-[3-(2-Fluoro-4-iodo-phenylamino)-pyridin-4-yl]-[1,2,4]oxadiazol-3-yl}-methanol). Yield: 71.3%. RXN SMILES: C([O:3][C:4]([C:6]1[N:10]=[C:9]([C:11]2[CH:16]=[CH:15][N:14]=[CH:13][C:12]=2[NH:17][C:18]2[CH:23]=[CH:22][C:21]([I:24])=[CH:20][C:19]=2[F:25])[O:8][N:7]=1)=O)C.C1COCC1>C(Cl)Cl.CO>[F:25][C:19]1[CH:20]=[C:21]([I:24])[CH:22]=[CH:23][C:18]=1[NH:17][C:12]1[CH:13]=[N:14][CH:15]=[CH:16][C:11]=1[C:9]1[O:8][N:7]=[C:6]([CH2:4][OH:3])[N:10]=1 |f:2.3|. Reported procedure: To a solution of 5-[3-(2-Fluoro-4-iodo-phenylamino)-pyridin-4-yl]-[1,2,4]oxadiazole-3-carboxylic acid ethyl ester (768 mg, 1.69 mmL, 1 eq) in THF (6 mL) LiBH4 (55 mg, 2.54 mmol, 1.5 eq) was added. The reaction mixture was stirred overnight and the solvent was evaporated. The residue was dissolved in EtOAc, washed with brine, and dried with anhydrous MgSO4. Filtration and removal of the solvent afforded the crude product which was subjected to silica gel column chromatography (eluent:CH2Cl2:MeOH ... Starting materials: ClC1=C2C=CC=NC2=C(C(=C1)C(C)=O)N1CCC(CC1)C1=CC=CC=C1 (1-[5-chloro-8-(4-phenylpiperidin-1-yl)quinolin-7-yl]ethanone), C(C)(=O)[O-].[NH4+] (ammonium acetate), C(#N)[BH3-].[Na+] (sodium cyanoborohydride), O1CCCC1 (tetrahydrofuran). Run in CO (methanol), C(C)#N (acetonitrile). Conditions: temperature 65 celsius. The product is ClC1=C2C=CC=NC2=C(C(=C1)C(C)N)N1CCC(CC1)C1=CC=CC=C1 (1-[5-Chloro-8-(4-phenylpiperidin-1-yl)quinolin-7-yl]ethanamine). Reaction SMILES: [Cl:1][C:2]1[CH:11]=[C:10]([C:12](=O)[CH3:13])[C:9]([N:15]2[CH2:20][CH2:19][CH:18]([C:21]3[CH:26]=[CH:25][CH:24]=[CH:23][CH:22]=3)[CH2:17][CH2:16]2)=[C:8]2[C:3]=1[CH:4]=[CH:5][CH:6]=[N:7]2.C([O-])(=O)C.[NH4+].C([BH3-])#[N:33].[Na+].O1CCCC1>CO.C(#N)C>[Cl:1][C:2]1[CH:11]=[C:10]([CH:12]([NH2:33])[CH3:13])[C:9]([N:15]2[CH2:20][CH2:19][CH:18]([C:21]3[CH:26]=[CH:25][CH:24]=[CH:23][CH:22]=3)[CH2:17][CH2:16]2)=[C:8]2[C:3]=1[CH:4]=[CH:5][CH:6]=[N:7]2 |f:1.2,3.4|. Reported procedure: A mixture of 1-[5-chloro-8-(4-phenylpiperidin-1-yl)quinolin-7-yl]ethanone (0.0293 g, 0.0803 mmol) and ammonium acetate (0.0619 g, 0.803 mmol) in methanol (0.3 mL) and acetonitrile (0.3 mL) was heated at 65° C. in a sealed tube for 1 hour. After cooling to room temperature, to the resulting mixture was added 1.0 M sodium cyanoborohydride in tetrahydrofuran (0.20 mL, 0.20 mmol). The reaction was heated at 65° C. overnight. The mixture was cooled to room temperature, quenched with sat. NaHCO3 solut...